Dataset: the Open Reaction Database (ORD), a public repository of structured organic reaction records. Task: describe an organic reaction: reactants, conditions, products, and yield Solvent: C(Cl)(Cl)(Cl)Cl (carbon tetrachloride). The reactants are CC1=C(C(=O)OCC)C=CC=C1 (ethyl 2-methylbenzoate), BrN1C(CCC1=O)=O (N-bromosuccinimide). Yields the product BrCC1=C(C(=O)OCC)C=CC=C1 (ethyl 2-bromomethylbenzoate). Reaction SMILES: [CH3:1][C:2]1[CH:12]=[CH:11][CH:10]=[CH:9][C:3]=1[C:4]([O:6][CH2:7][CH3:8])=[O:5].[Br:13]N1C(=O)CCC1=O>C(Cl)(Cl)(Cl)Cl>[Br:13][CH2:1][C:2]1[CH:12]=[CH:11][CH:10]=[CH:9][C:3]=1[C:4]([O:6][CH2:7][CH3:8])=[O:5]. Reported procedure: A stirred mixture of ethyl 2-methylbenzoate (30 grams, 0.183 mole) and N-bromosuccinimide (35 grams, 0.194 mole) in carbon tetrachloride (200 ml) was irradiated with an infrared lamp and heated at reflux for 20 minutes. The reaction mixture was allowed to cool to room temperature, then filtered. The filtrate was evaporated under reduced pressure to give ethyl 2-bromomethylbenzoate as a yellow oil. Starting materials: FC1=CC2=C(C(=NO2)C2CCN(CC2)CCC2=C(N=C3N(C2=O)CCCC3OCCCCCC(=O)O)C)C=C1 (6-((3-(2-(4-(6-fluorobenzo[d]isoxazol-3-yl)piperidin-1-yl)ethyl)-2-methyl-4-oxo-6,7,8,9-tetrahydro-4H-pyrido[1,2-a]pyrimidin-9-yl)oxy)hexanoic acid), C(C)(C)(C)OC(=O)N1CCNCC1 (N-t-butoxycarbonylpiperazine), C(C)(C)N(CC)C(C)C (diisopropylethylamine), C(#N)P(OCC)(OCC)=O (diethyl cyanophosphonate). Solvent: ClCCl (dichloromethane), O (water). Run at time 2 hour. The product is FC1=CC2=C(C(=NO2)C2CCN(CC2)CCC2=C(N=C3N(C2=O)CCCC3OCCCCCC(=O)N3CCN(CC3)C(=O)OC(C)(C)C)C)C=C1 (tert-butyl 4-(6-((3-(2-(4-(6-fluorobenzo[d]isoxazol-3-yl)piperidin-1-yl)ethyl)-2-methyl-4-oxo-6,7,8,9-tetrahydro-4H-pyrido[1,2-a]pyrimidin-9-yl)oxy)hexanoyl)piperazine-1-carboxylate). As a reaction SMILES: [F:1][C:2]1[CH:39]=[CH:38][C:5]2[C:6]([CH:9]3[CH2:14][CH2:13][N:12]([CH2:15][CH2:16][C:17]4[C:22](=[O:23])[N:21]5[CH2:24][CH2:25][CH2:26][CH:27]([O:28][CH2:29][CH2:30][CH2:31][CH2:32][CH2:33][C:34](O)=[O:35])[C:20]5=[N:19][C:18]=4[CH3:37])[CH2:11][CH2:10]3)=[N:7][O:8][C:4]=2[CH:3]=1.[C:40]([O:44][C:45]([N:47]1[CH2:52][CH2:51][NH:50][CH2:49][CH2:48]1)=[O:46])([CH3:43])([CH3:42])[CH3:41].C(N(C(C)C)CC)(C)C.C(P(=O)(OCC)OCC)#N>ClCCl.O>[F:1][C:2]1[CH:39]=[CH:38][C:5]2[C:6]([CH:9]3[CH2:14][CH2:13][N:12]([CH2:15][CH2:16][C:17]4[C:22](=[O:23])[N:21]5[CH2:24][CH2:25][CH2:26][CH:27]([O:28][CH2:29][CH2:30][CH2:31][CH2:32][CH2:33][C:34]([N:50]6[CH2:51][CH2:52][N:47]([C:45]([O:44][C:40]([CH3:43])([CH3:41])[CH3:42])=[O:46])[CH2:48][CH2:49]6)=[O:35])[C:20]5=[N:19][C:18]=4[CH3:37])[CH2:11][CH2:10]3)=[N:7][O:8][C:4]=2[CH:3]=1. Reported procedure: A solution of Example 4 (200 mg, 0.37 mmol) in dichloromethane (10 mL), under argon, was treated with N-t-butoxycarbonylpiperazine (89.57 mg, 0.48 mmol) and diisopropylethylamine (77.42 μL 0.44 mmol). To the stirring solution, diethyl cyanophosphonate (72.06 μL, 0.43 mmol) was added. After stirring for two hours at room temperature, the reaction mixture was poured into water (20 mL) and the aqueous layer extracted with dichloromethane (three times 20 mL). The combined organic layers were dried o... Reactants: C(C)OC(=O)C=1NC2=CC=C(C=C2C1)C1=CC=C(C=C1)C(C)(C)C (5-(4-tert-butylphenyl)indole-2-carboxylic acid ethyl ester), BrC1=CC(=C(C=C1)OC(C)C)[N+](=O)[O-] (4-Bromo-1-isopropoxy-2-nitrobenzene), ester. Yields the product C(C)(C)(C)C1=CC=C(C=C1)C=1C=C2C=C(N(C2=CC1)C1=CC(=C(C=C1)OC(C)C)[N+](=O)[O-])C(=O)O (5-(4-tert-Butylphenyl)-1-(4-isopropoxy-3-nitrophenyl)-1H-indole-2-carboxylic acid). Reaction SMILES: C([O:3][C:4]([C:6]1[NH:7][C:8]2[C:13]([CH:14]=1)=[CH:12][C:11]([C:15]1[CH:20]=[CH:19][C:18]([C:21]([CH3:24])([CH3:23])[CH3:22])=[CH:17][CH:16]=1)=[CH:10][CH:9]=2)=[O:5])C.Br[C:26]1[CH:31]=[CH:30][C:29]([O:32][CH:33]([CH3:35])[CH3:34])=[C:28]([N+:36]([O-:38])=[O:37])[CH:27]=1>>[C:21]([C:18]1[CH:19]=[CH:20][C:15]([C:11]2[CH:12]=[C:13]3[C:8](=[CH:9][CH:10]=2)[N:7]([C:26]2[CH:31]=[CH:30][C:29]([O:32][CH:33]([CH3:34])[CH3:35])=[C:28]([N+:36]([O-:38])=[O:37])[CH:27]=2)[C:6]([C:4]([OH:3])=[O:5])=[CH:14]3)=[CH:16][CH:17]=1)([CH3:24])([CH3:22])[CH3:23]. Procedure details: The title compound was prepared in accordance with Example 1(b) from 5-(4-tert-butylphenyl)indole-2-carboxylic acid ethyl ester (see Example 1(a)) and 4-bromo-1-isopropoxy-2-nitrobenzene (see step (a) above), followed by ester hydrolysis in accordance with the procedure described in Example 35, Method 3, step (b). The reactants are C(C)(C)(C)C1=CC=C(C(=O)Cl)C=C1 (p-tert.-butylbenzoyl chloride), COP(C1=CC=CC=C1)C1=CC=CC=C1 (methoxydiphenylphosphine), CC(C)CC(=O)C1=C(C(=C(C=C1O)O)CC=C(C)C)[O-] (compound X). Solvent: C1(=CC=CC=C1)C (toluene). The product is C(C)(C)(C)C1=CC=C(C(=O)P(C2=CC=CC=C2)(C2=CC=CC=C2)=O)C=C1 (4-(tert.-butyl)-benzoyl-diphenylphosphine oxide). As a reaction SMILES: [C:1]([C:5]1[CH:13]=[CH:12][C:8]([C:9](Cl)=[O:10])=[CH:7][CH:6]=1)([CH3:4])([CH3:3])[CH3:2].C[O:15][P:16]([C:23]1[CH:28]=[CH:27][CH:26]=[CH:25][CH:24]=1)[C:17]1[CH:22]=[CH:21][CH:20]=[CH:19][CH:18]=1.CC(CC(C1C(O)=CC(O)=C(CC=C(C)C)C=1[O-])=O)C>C1(C)C=CC=CC=1>[C:1]([C:5]1[CH:13]=[CH:12][C:8]([C:9]([P:16](=[O:15])([C:23]2[CH:24]=[CH:25][CH:26]=[CH:27][CH:28]=2)[C:17]2[CH:22]=[CH:21][CH:20]=[CH:19][CH:18]=2)=[O:10])=[CH:7][CH:6]=1)([CH3:4])([CH3:3])[CH3:2]. Procedure details: 41.3 parts of p-tert.-butylbenzoyl chloride are reacted with 45.4 parts of methoxydiphenylphosphine, dissolved in 20 parts of toluene, in 90 minutes at 50° C., by a method similar to that described for compound X. After evaporating off the solvent on a rotary evaporator, the product is recrystallized from cyclohexane. Reactants: C(C)(C)(C)OC(=O)N1CC(C(CC1)=O)C (N-tert-butoxycarbonyl-3-methyl-4-piperidone), NC1=C(CO)C=CC=C1 (2-amino-benzyl alcohol). Product: OCC1=C(C=CC=C1)NC1C(CN(CC1)C(=O)OC(C)(C)C)C (1,1-Dimethylethyl 4-{[2-(hydroxymethyl)phenyl]amino}-3-methylpiperidine-1-carboxylate). Reaction SMILES: [C:1]([O:5][C:6]([N:8]1[CH2:13][CH2:12][C:11](=O)[CH:10]([CH3:15])[CH2:9]1)=[O:7])([CH3:4])([CH3:3])[CH3:2].[NH2:16][C:17]1[CH:24]=[CH:23][CH:22]=[CH:21][C:18]=1[CH2:19][OH:20]>>[OH:20][CH2:19][C:18]1[CH:21]=[CH:22][CH:23]=[CH:24][C:17]=1[NH:16][CH:11]1[CH2:12][CH2:13][N:8]([C:6]([O:5][C:1]([CH3:4])([CH3:3])[CH3:2])=[O:7])[CH2:9][CH:10]1[CH3:15]. Procedure details: The product was prepared from N-tert-butoxycarbonyl-3-methyl-4-piperidone (4.3 g) and 2-amino-benzyl alcohol (2.59 g) using the method of example 7 step (i). Yield 6.3 g as a mixture of diastereoisomers. Reactants: ClCCCC(=O)C1=CC=C(C=C1)OCC (4-chloro-4'-ethoxybutyrophenone), CC=1NC=CN1 (2-methylimidazole). Yields the product C(C)OC1=CC=C(C=C1)C=1C=2N(CCC1)C(=NC2)C (5,6-Dihydro-8-(4-ethoxyphenyl)-3-methylimidazo[1,5-a]-pyridine). RXN SMILES: Cl[CH2:2][CH2:3][CH2:4][C:5]([C:7]1[CH:12]=[CH:11][C:10]([O:13][CH2:14][CH3:15])=[CH:9][CH:8]=1)=O.[CH3:16][C:17]1[NH:18][CH:19]=[CH:20][N:21]=1>>[CH2:14]([O:13][C:10]1[CH:11]=[CH:12][C:7]([C:5]2[C:19]3[N:18]([C:17]([CH3:16])=[N:21][CH:20]=3)[CH2:2][CH2:3][CH:4]=2)=[CH:8][CH:9]=1)[CH3:15]. Procedure details: Combine 150 g (0.66 mol) of 4-chloro-4'-ethoxybutyrophenone with 300 g (3.65 mol) of 2-methylimidazole and heat to 175° C. for 18 hr. Crystallization from ethyl acetate provides the title compound. Starting materials: FC(C1=CC(=NC=2N1N=CC2C(=O)O)C2=CC=C(C=C2)C(F)(F)F)(F)F (7-trifluoromethyl-5-(4-trifluoromethyl-phenyl)-pyrazolo[1,5-a]pyrimidine-3-carboxylic acid), NC=1C=C(C=CC1Cl)S(=O)(=O)N (3-amino-4-chloro-benzenesulfonamide). The product is ClC1=C(C=C(C=C1)S(N)(=O)=O)NC(=O)C=1C=NN2C1N=C(C=C2C(F)(F)F)C2=CC=C(C=C2)C(F)(F)F (7-Trifluoromethyl-5-(4-trifluoromethyl-phenyl)-pyrazolo[1,5-a]pyrimidine-3-carboxylic acid(2-chloro-5-sulfamoyl-phenyl)-amide). As a reaction SMILES: [F:1][C:2]([F:26])([F:25])[C:3]1[N:8]2[N:9]=[CH:10][C:11]([C:12](O)=[O:13])=[C:7]2[N:6]=[C:5]([C:15]2[CH:20]=[CH:19][C:18]([C:21]([F:24])([F:23])[F:22])=[CH:17][CH:16]=2)[CH:4]=1.[NH2:27][C:28]1[CH:29]=[C:30]([S:35]([NH2:38])(=[O:37])=[O:36])[CH:31]=[CH:32][C:33]=1[Cl:34]>>[Cl:34][C:33]1[CH:32]=[CH:31][C:30]([S:35](=[O:36])(=[O:37])[NH2:38])=[CH:29][C:28]=1[NH:27][C:12]([C:11]1[CH:10]=[N:9][N:8]2[C:3]([C:2]([F:26])([F:1])[F:25])=[CH:4][C:5]([C:15]3[CH:20]=[CH:19][C:18]([C:21]([F:23])([F:22])[F:24])=[CH:17][CH:16]=3)=[N:6][C:7]=12)=[O:13]. Reported procedure: The title compound was prepared from 7-trifluoromethyl-5-(4-trifluoromethyl-phenyl)-pyrazolo[1,5-a]pyrimidine-3-carboxylic acid (example C.2) and 3-amino-4-chloro-benzenesulfonamide [CAS-No. 29092-34-0; commercially available] according to general procedure II. Light yellow solid. MS (ISP) 563.1 [(M−H−]; mp 300° C. The reactants are [N+](=O)([O-])C=1C(=C(C=CC1)N)N (3-nitro-1,2-phenylenediamine), C(C)(=O)O (acetic acid), FC=1C(=C(C=CC1)N)N (3-fluoro-1,2-phenylenediamine), Cl.Cl.C(CC(OCC)=N)(OCC)=N (diethyl malonimidate dihydrochloride). The solvent is Cl (HCl). Product: Cl.Cl.FC1=CC=CC=2NC(=NC21)CC2=NC1=C(N2)C=CC=C1N (2-[(4-fluoro-1H-benzimidazol-2-yl)methyl]-1H-benzimidazol-4-ylamine dihydrochloride). The yield is 32.6%. RXN SMILES: [N+:1]([C:4]1[C:5]([NH2:11])=[C:6]([NH2:10])[CH:7]=[CH:8][CH:9]=1)([O-])=O.[F:12][C:13]1[C:14]([NH2:20])=[C:15]([NH2:19])[CH:16]=[CH:17][CH:18]=1.[ClH:21].Cl.[C:23](=N)(OCC)[CH2:24][C:25](=N)OCC.C(O)(=O)C>Cl>[ClH:21].[ClH:21].[F:12][C:13]1[C:14]2[N:20]=[C:23]([CH2:24][C:25]3[NH:1][C:4]4[CH:9]=[CH:8][CH:7]=[C:6]([NH2:10])[C:5]=4[N:11]=3)[NH:19][C:15]=2[CH:16]=[CH:17][CH:18]=1 |f:2.3.4,7.8.9|. Reported procedure: The following components were reacted according to General Procedure 1, above: 3-nitro-1,2-phenylenediamine (0.50 g; 3.26 mmoles), 3-fluoro-1,2-phenylenediamine (0.41 g; 3.26 mmoles), diethyl malonimidate dihydrochloride (1.1 eq.; 0.83 g; 3.60 mmoles) and acetic acid (25 mL). The crude mixture of three compounds was then reduced according to General Procedure 2, above. The crude solid product was taken up in 10 mL of dilute HCl, purified by preparative HPLC (25 to 75% acetonitrile (with 0.1% TFA... The reactants are COc1ccc(O)cc1, CN(C)C=O, N#Cc1cccnc1Cl, [H-], [Na+]. Yields the product COc1ccc(Oc2ncccc2C#N)cc1. As a reaction SMILES: [CH3:10][O:11][c:12]1[cH:13][cH:14][c:15]([OH:18])[cH:16][cH:17]1.[CH3:21][N:22]([CH3:23])[CH:24]=[O:25].[Cl:1][c:2]1[n:3][cH:4][cH:5][cH:6][c:7]1[C:8]#[N:9].[H-:19].[Na+:20]>>[c:2]1([O:18][c:15]2[cH:14][cH:13][c:12]([O:11][CH3:10])[cH:17][cH:16]2)[n:3][cH:4][cH:5][cH:6][c:7]1[C:8]#[N:9].